Dataset: the Open Reaction Database (ORD), a public repository of structured organic reaction records. Task: describe an organic reaction: reactants, conditions, products, and yield The reactants are CCO, CCOC(=O)C1(COC)CCN(C(=O)OC(C)(C)C)CC1, [Li+], [Na+], [OH-], O, O, O=S(=O)([O-])O. Yields the product COCC1(C(=O)O)CCN(C(=O)OC(C)(C)C)CC1. As a reaction SMILES: [CH2:32]([OH:33])[CH3:34].[CH3:1][O:2][CH2:3][C:4]1([C:17](=[O:18])[O:19][CH2:20][CH3:21])[CH2:5][CH2:6][N:7]([C:10](=[O:11])[O:12][C:13]([CH3:14])([CH3:15])[CH3:16])[CH2:8][CH2:9]1.[Li+:24].[Na+:30].[OH-:23].[OH2:22].[OH2:31].[S:25](=[O:26])(=[O:27])([OH:28])[O-:29]>>[CH3:1][O:2][CH2:3][C:4]1([C:17](=[O:18])[OH:19])[CH2:5][CH2:6][N:7]([C:10](=[O:11])[O:12][C:13]([CH3:14])([CH3:15])[CH3:16])[CH2:8][CH2:9]1. Reactants: C(CCCCCCC)C1C=CC(=C2C1=C1C(=N2)CCCC1)C(=O)C1=CC=C(O1)C=O (5-[(-1,2,3,4-tetrahydro-9-octyl-9H-dibenzo[b,d]pyrrol-6-yl)carbonyl]-2-furancarboxaldehyde), [C-]#N.[Na+] (sodium cyanide), C(C)(=O)O (acetic acid). Reagents/catalysts: [O-2].[O-2].[Mn+4] (manganese dioxide). The solvent is CO (methanol). Conditions: time 2 hour. Yields the product COC(=O)C=1OC(=CC1)C(=O)C=1C=CC(C2=C3C(=NC21)CCCC3)CCCCCCCC (5-[(1,2,3,4-tetrahydro-9-octyl-9H-dibenzo[b,d]pyrrol-6-yl)carbonyl]-2-furancarboxylic acid methyl ester). Reaction SMILES: [CH2:1]([CH:9]1[C:14]2=[C:15]3[CH2:21][CH2:20][CH2:19][CH2:18][C:16]3=[N:17][C:13]2=[C:12]([C:22]([C:24]2[O:28]C(C=O)=[CH:26][CH:25]=2)=[O:23])[CH:11]=[CH:10]1)[CH2:2][CH2:3][CH2:4][CH2:5][CH2:6][CH2:7][CH3:8].[C-:31]#N.[Na+].[C:34]([OH:37])(=[O:36])[CH3:35]>CO.[O-2].[O-2].[Mn+4]>[CH3:31][O:36][C:34]([C:35]1[O:28][C:24]([C:22]([C:12]2[CH:11]=[CH:10][CH:9]([CH2:1][CH2:2][CH2:3][CH2:4][CH2:5][CH2:6][CH2:7][CH3:8])[C:14]3[C:13]=2[N:17]=[C:16]2[CH2:18][CH2:19][CH2:20][CH2:21][C:15]=32)=[O:23])=[CH:25][CH:26]=1)=[O:37] |f:1.2,5.6.7|. Procedure: To a mixture of 3.7 g of the aldehyde derivative from Example 155, 2.0 g of sodium cyanide and 10 g of activated manganese dioxide in 200 mL of methanol was added 1.0 g of acetic acid at room temperature. The reaction mixture was stirred for 2 hours at room temperature, filtered on celite and extracted with ethyl acetate. The crude material (3.5 g) was purified on a short pad of silica gel giving 2.9 g (73%) of 5-[(1,2,3,4-tetrahydro-9-octyl-9H-dibenzo[b,d]pyrrol-6-yl)carbonyl]-2-furancarboxylic... The reactants are CN1C(=NC2=C1C=CC(=C2)[N+](=O)[O-])C(F)(F)F (1-methyl-5-nitro-2-(trifluoromethyl)-1H-benzo[d]imidazole). Reagents/catalysts: [Pd] (Pd/C). Solvent: CO (MeOH). Run at time 16 hour. Product: CN1C(=NC2=C1C=CC(=C2)N)C(F)(F)F (1-methyl-2-(trifluoromethyl)-1H-benzo[d]imidazol-5-amine). RXN SMILES: [CH3:1][N:2]1[C:6]2[CH:7]=[CH:8][C:9]([N+:11]([O-])=O)=[CH:10][C:5]=2[N:4]=[C:3]1[C:14]([F:17])([F:16])[F:15]>CO.[Pd]>[CH3:1][N:2]1[C:6]2[CH:7]=[CH:8][C:9]([NH2:11])=[CH:10][C:5]=2[N:4]=[C:3]1[C:14]([F:16])([F:15])[F:17]. Procedure: In an argon purged RBF was suspended 1-methyl-5-nitro-2-(trifluoromethyl)-1H-benzo[d]imidazole (2.0 g, 8.2 mmol, 1.0 eq.) in 50 ml of MeOH. Pd/C (cat.) was added and the atmosphere was replaced by H2 (3×). The reaction was stirred for 16 h at RT at balloon pressure. The Pd was filtered off and the MeOH removed in vacuo to yield 1-methyl-2-(trifluoromethyl)-1H-benzo[d]imidazol-5-amine. Starting materials: C(C)(=O)OC1=CC=C2C(=C(C(OC2=C1C)=O)CBr)C (7-acetoxy-3-bromomethyl-4,8-dimethylcoumarin), CO (methanol). Product: CC1=C(C(OC2=C(C(=CC=C12)O)C)=O)COC (4,8-dimethyl-7-hydroxy-3-methoxymethylcoumarin). RXN SMILES: C([O:4][C:5]1[C:14]([CH3:15])=[C:13]2[C:8]([C:9]([CH3:19])=[C:10]([CH2:17]Br)[C:11](=[O:16])[O:12]2)=[CH:7][CH:6]=1)(=O)C.[CH3:20][OH:21]>>[CH3:19][C:9]1[C:8]2[C:13](=[C:14]([CH3:15])[C:5]([OH:4])=[CH:6][CH:7]=2)[O:12][C:11](=[O:16])[C:10]=1[CH2:17][O:21][CH3:20]. Procedure details: 7-acetoxy-3-bromomethyl-4,8-dimethylcoumarin (2.50 g, 8.90 mmol) was refluxed in methanol (300 mL) overnight, cooled to room temperature and concentrated under vacuum to give crude 4,8-dimethyl-7-hydroxy-3-methoxymethylcoumarin. 1H NMR (CD3OD): δ 7.52 (d, J=8.8 Hz, 1H), 6.83 (d, J=8.8 Hz, 1H), 4.50 (s, 2H), 3.41 (s, 3H), 2.49 (s, 3H), 2.25 (s, 3H). Reactants: [H-].[Na+] (sodium hydride), ClC1=CC=C(C=C1)CCO (2-(4-chlorophenyl)ethanol), ClC1=NC=NC2=CC=CC=C12 (4-chloroquinazoline). Solvent: CN(C)C=O (DMF), CN(C)C=O (DMF), O (water). Run at time 1 hour. Product: ClC1=CC=C(C=C1)CCOC1=NC=NC2=CC=CC=C12 (4-[2-(4-Chlorophenyl)ethoxy]quinazoline). Isolated yield 2.4%. As a reaction SMILES: [H-].[Na+].[Cl:3][C:4]1[CH:9]=[CH:8][C:7]([CH2:10][CH2:11][OH:12])=[CH:6][CH:5]=1.Cl[C:14]1[C:23]2[C:18](=[CH:19][CH:20]=[CH:21][CH:22]=2)[N:17]=[CH:16][N:15]=1>CN(C=O)C.O>[Cl:3][C:4]1[CH:9]=[CH:8][C:7]([CH2:10][CH2:11][O:12][C:14]2[C:23]3[C:18](=[CH:19][CH:20]=[CH:21][CH:22]=3)[N:17]=[CH:16][N:15]=2)=[CH:6][CH:5]=1 |f:0.1|. Procedure details: To a solution of 1.1 g of sodium hydride in 50 ml of DMF was added 3.4 g of 2-(4-chlorophenyl)ethanol, and the mixture was stirred at room temperature for one hour. Then 3.6 g of 4-chloroquinazoline in 20 ml of DMF were added, and the mixture was stirred overnight. The mixture was then poured into a mixture of ice in water. Solid was collected and recrystallized from pentane giving 0.149 g of the title product. Yield: 2.4%. M.P. 57°-58° C. Starting materials: CN(CCCN)C (3-Dimethylaminopropylamine), ClC1N(C(C2=CC=CC=C12)=O)C1=NC2=NC(=CC=C2C=C1)Cl (3-chloro-2-(7-chloro-1,8-naphthyridin-2-yl)-1-isoindolinone). Run in O1CCCC1 (tetrahydrofuran). Run at temperature 20 celsius, time 20 hour. Product: ClC1=CC=C2C=CC(=NC2=N1)N1C(C2=CC=CC=C2C1NCCCN(C)C)=O (2-(7-chloro-1,8-naphthyridin-2-yl)-3-(3-dimethylaminopropylamino)-1-isoindolinone). The yield is 37.9%. Reaction SMILES: [CH3:1][N:2]([CH3:7])[CH2:3][CH2:4][CH2:5][NH2:6].Cl[CH:9]1[C:17]2[C:12](=[CH:13][CH:14]=[CH:15][CH:16]=2)[C:11](=[O:18])[N:10]1[C:19]1[CH:28]=[CH:27][C:26]2[C:21](=[N:22][C:23]([Cl:29])=[CH:24][CH:25]=2)[N:20]=1>O1CCCC1>[Cl:29][C:23]1[N:22]=[C:21]2[C:26]([CH:27]=[CH:28][C:19]([N:10]3[CH:9]([NH:6][CH2:5][CH2:4][CH2:3][N:2]([CH3:7])[CH3:1])[C:17]4[C:12](=[CH:13][CH:14]=[CH:15][CH:16]=4)[C:11]3=[O:18])=[N:20]2)=[CH:25][CH:24]=1. Procedure details: 3-Dimethylaminopropylamine (4.1 g) is added at a temperature in the region of 20° C. to a suspension of 3-chloro-2-(7-chloro-1,8-naphthyridin-2-yl)-1-isoindolinone (6.6 g) in anhydrous tetrahydrofuran (100 cc), and the reaction mixture is heated to reflux for 6 hours. After the reaction mixture has been stirred for a further 20 hours at a temperature in the region of 20° C., it is filtered. The isolated solid is washed with ethyl acetate (3×25 cc). The filtrate is washed with distilled water (3×... Reactants: OC1CCC(CC1)C1CCCCC1 (4-hydroxycyclohexylcyclohexane). The solvent is CC(=O)C (acetone). Reaction conditions: temperature 0 celsius. Yields the product C1(CCCCC1)C1CCC(CC1)=O (4-cyclohexylcyclohexanone). Isolated yield 79.2%. As a reaction SMILES: [OH:1][CH:2]1[CH2:7][CH2:6][CH:5]([CH:8]2[CH2:13][CH2:12][CH2:11][CH2:10][CH2:9]2)[CH2:4][CH2:3]1>CC(C)=O>[CH:8]1([CH:5]2[CH2:4][CH2:3][C:2](=[O:1])[CH2:7][CH2:6]2)[CH2:9][CH2:10][CH2:11][CH2:12][CH2:13]1. Reported procedure: To a solution of 4-hydroxycyclohexylcyclohexane (25 g) in acetone (250 ml) was added dropwise with stirring 2.67N Jone's regend (77 ml) at 0° C. The mixture was then stirred for 1 hour at 0° C. The organic layer was collected and evaporated. The reaction mixture was added to a mixture of water and diethyl ether. The organic layer was washed with water, sodium hydrogen carbonate solution and brine. The organic layer was taken and dried over magnesium sulfate. The magnesium sulfate was filtered of... Reactants: C1(C=CCC1)ON=C(C(=O)N[C@H]1[C@@H]2N(C(=C(CS2=O)CI)C(=O)OC(C2=CC=CC=C2)C2=CC=CC=C2)C1=O)C=1N=C(SC1)NC=O (benzhydryl 7β-[2-(2-cyclopenten-1-yloxyimino)-2-(2-formamidothiazol-4-yl)acetamido]-3-iodomethyl-3-cephem-4-carboxylate 1-oxide), CN1N=CC=C1 (N-methylpyrazole). Solvent: C(C)(=O)OCC (ethyl acetate). Run at time 4.5 hour. Yields the product [I-].C1(C=CCC1)ON=C(C(=O)N[C@H]1[C@@H]2N(C(=C(CS2=O)C[N+]=2N(C=CC2)C)C(=O)OC(C2=CC=CC=C2)C2=CC=CC=C2)C1=O)C=1N=C(SC1)NC=O (benzhydryl 7β-[2-(2-cyclopenten-1-yloxyimino)-2-(2-formamidothiazol-4-yl)acetamido]-3-(2-methyl-1-pyrazolio)methyl-3-cephem-4-carboxylate 1-oxide iodide). As a reaction SMILES: [CH:1]1([O:6][N:7]=[C:8]([C:40]2[N:41]=[C:42]([NH:45][CH:46]=[O:47])[S:43][CH:44]=2)[C:9]([NH:11][C@@H:12]2[C:38](=[O:39])[N:14]3[C:15]([C:22]([O:24][CH:25]([C:32]4[CH:37]=[CH:36][CH:35]=[CH:34][CH:33]=4)[C:26]4[CH:31]=[CH:30][CH:29]=[CH:28][CH:27]=4)=[O:23])=[C:16]([CH2:20][I:21])[CH2:17][S:18](=[O:19])[C@H:13]23)=[O:10])[CH2:5][CH2:4][CH:3]=[CH:2]1.[CH3:48][N:49]1[CH:53]=[CH:52][CH:51]=[N:50]1>C(OCC)(=O)C>[I-:21].[CH:1]1([O:6][N:7]=[C:8]([C:40]2[N:41]=[C:42]([NH:45][CH:46]=[O:47])[S:43][CH:44]=2)[C:9]([NH:11][C@@H:12]2[C:38](=[O:39])[N:14]3[C:15]([C:22]([O:24][CH:25]([C:32]4[CH:37]=[CH:36][CH:35]=[CH:34][CH:33]=4)[C:26]4[CH:31]=[CH:30][CH:29]=[CH:28][CH:27]=4)=[O:23])=[C:16]([CH2:20][N+:50]4[N:49]([CH3:48])[CH:53]=[CH:52][CH:51]=4)[CH2:17][S:18](=[O:19])[C@H:13]23)=[O:10])[CH2:5][CH2:4][CH:3]=[CH:2]1 |f:3.4|. Procedure details: A mixture of benzhydryl 7β-[2-(2-cyclopenten-1-yloxyimino)-2-(2-formamidothiazol-4-yl)acetamido]-3-iodomethyl-3-cephem-4-carboxylate 1-oxide (syn isomer, 7 g) and N-methylpyrazole (17.5 ml) was stirred at ambient temperature for 4.5 hours. The reaction mixture was poured into ethyl acetate (500 ml). Precipitates were collected by filtration, washed with ethyl acetate and diisopropyl ether to give benzhydryl 7β-[2-(2-cyclopenten-1-yloxyimino)-2-(2-formamidothiazol-4-yl)acetamido]-3-(2-methyl-1-py... The reactants are C(C1=CC=CC=C1)NC(=O)NCC1=CC=CC=C1 (N,N′-dibenzylurea), C(CC(=O)O)(=O)O (malonic acid), C(C)(=O)OC(C)=O (acetic anhydride). Yields the product C(C1=CC=CC=C1)N1C(=O)N(C(=O)CC1=O)CC1=CC=CC=C1 (1,3-dibenzylbarbituric acid). Yield: 95.4%. RXN SMILES: [CH2:1]([NH:8][C:9]([NH:11][CH2:12][C:13]1[CH:18]=[CH:17][CH:16]=[CH:15][CH:14]=1)=[O:10])[C:2]1[CH:7]=[CH:6][CH:5]=[CH:4][CH:3]=1.[C:19](O)(=[O:24])[CH2:20][C:21](O)=[O:22].C(OC(=O)C)(=O)C>>[CH2:1]([N:8]1[C:19](=[O:24])[CH2:20][C:21](=[O:22])[N:11]([CH2:12][C:13]2[CH:18]=[CH:17][CH:16]=[CH:15][CH:14]=2)[C:9]1=[O:10])[C:2]1[CH:3]=[CH:4][CH:5]=[CH:6][CH:7]=1. Reported procedure: Heated was a mixture of N,N′-dibenzylurea 12.02 g (50.0 mmol) and malonic acid 5.20 g (50.0 mmol) in acetic anhydride 50.0 mL (530 mmol, 10.6 equivalents) at 70° C.-75° C. for 14 hours under a nitrogen atmosphere. Then, removed were the volatile materials under the reduced pressure and distributed the residue between layers of 2 M sodium hydroxide 250 mL and ether 200 mL. Separated was the alkaline aqueous layer and after washing with ether, neutralized with concentrated hydrochloric acid under ...